Dataset: the Open Reaction Database (ORD), a public repository of structured organic reaction records. Task: describe an organic reaction: reactants, conditions, products, and yield The reactants are C(C)(C)(C)OC(=O)N1CCC(CC1)=O (4-Oxo-piperidine-1-carboxylic acid tert-butyl ester), N1CCC=CC1 (1,2,3,6-tetrahydropyridine), C(#N)[BH3-].[Na+] (sodium cyanoborohydride). Reagents/catalysts: [Cl-].[Zn+2].[Cl-] (zinc chloride). The solvent is CO (methanol). Run at time 8 hour. Product: N1(CC=CCC1)C1CCN(CC1)C(=O)OC(C)(C)C (tert-Butyl 4-(5,6-dihydropyridin-1(2H)-yl)piperidine-1-carboxylate). RXN SMILES: [C:1]([O:5][C:6]([N:8]1[CH2:13][CH2:12][C:11](=O)[CH2:10][CH2:9]1)=[O:7])([CH3:4])([CH3:3])[CH3:2].[NH:15]1[CH2:20][CH:19]=[CH:18][CH2:17][CH2:16]1.C([BH3-])#N.[Na+]>[Cl-].[Zn+2].[Cl-].CO>[N:15]1([CH:11]2[CH2:12][CH2:13][N:8]([C:6]([O:5][C:1]([CH3:4])([CH3:3])[CH3:2])=[O:7])[CH2:9][CH2:10]2)[CH2:20][CH2:19][CH:18]=[CH:17][CH2:16]1 |f:2.3,4.5.6|. Procedure details: 4-Oxo-piperidine-1-carboxylic acid tert-butyl ester (797 mg, 4 mmol), 1,2,3,6-tetrahydropyridine (349 mg, 4.2 mmol), sodium cyanoborohydride (126 mg, 2 mmol), zinc chloride (410 mg, 3.2 mmol), and anhydrous methanol (20 mL) were mixed together and the mixture stirred overnight at room temperature. The solvent was evaporated from the mixture and the residue partitioned between 1 N sodium hydroxide and dichloromethane. The phases were separated and the aqueous layer extracted with dichloromethane.... Starting materials: CS(=O)(=O)OCCN1N=CC(=C1N)C(=O)OCC (1-(2-methylsulfonyloxyethyl)-4-ethoxycarbonyl-5-aminopyrazole), C(C)(=O)OC(C)=O (acetic anhydride), C(C)(C)OC(C)C (diisopropyl ether). The solvent is C(=O)O (formic acid). Run at time 30 minute. The product is CS(=O)(=O)OCCN1N=CC(=C1NC=O)C(=O)OCC (1-(2-methylsulfonyloxyethyl)-4-ethoxycarbonyl-5-formamidopyrazole). RXN SMILES: [C:1](OC(=O)C)(=[O:3])C.[CH3:8][S:9]([O:12][CH2:13][CH2:14][N:15]1[C:19]([NH2:20])=[C:18]([C:21]([O:23][CH2:24][CH3:25])=[O:22])[CH:17]=[N:16]1)(=[O:11])=[O:10].C(OC(C)C)(C)C>C(O)=O>[CH3:8][S:9]([O:12][CH2:13][CH2:14][N:15]1[C:19]([NH:20][CH:1]=[O:3])=[C:18]([C:21]([O:23][CH2:24][CH3:25])=[O:22])[CH:17]=[N:16]1)(=[O:10])=[O:11]. Procedure details: A mixture of acetic anhydride (184 ml) and formic acid (93 ml) was stirred for 30 minutes at room temperature. The mixture was cooled at 5° C. with ice-bath and added to 1-(2-methylsulfonyloxyethyl)-4-ethoxycarbonyl-5-aminopyrazole (270 g). The mixture was stirred for 3 hours under ice-cooling. The reaction mixture was evaporated to give crystals. To the crystals was added diisopropyl ether and the mixture was stirred for 1 hour. The crystals were collected by filtration to give 1-(2-methylsulfo...